This data is from the Open Reaction Database (ORD), a public repository of structured organic reaction records. The task is: describe an organic reaction: reactants, conditions, products, and yield The reactants are O (water), CN1C(=CC=C1)C(C(=O)OCC)=O (ethyl 1-methylpyrrole-2-glyoxylate), COC1=CC=C(C=C1)N (p-anisidine), C1(=CC=C(C=C1)S(=O)(=O)O)C (p-toluenesulfonic acid). Solvent: C1(=CC=CC=C1)C (toluene). Yields the product COC1=CC=C(C=C1)N=C(C(=O)OCC)C=1N(C=CC1)C (ethyl α-(4-methoxyphenylimino)-1-methylpyrrole-2-acetate). Isolated yield 58.0%. As a reaction SMILES: [CH3:1][N:2]1[CH:6]=[CH:5][CH:4]=[C:3]1[C:7](=O)[C:8]([O:10][CH2:11][CH3:12])=[O:9].[CH3:14][O:15][C:16]1[CH:21]=[CH:20][C:19]([NH2:22])=[CH:18][CH:17]=1.C1(C)C=CC(S(O)(=O)=O)=CC=1.O>C1(C)C=CC=CC=1>[CH3:14][O:15][C:16]1[CH:21]=[CH:20][C:19]([N:22]=[C:7]([C:3]2[N:2]([CH3:1])[CH:6]=[CH:5][CH:4]=2)[C:8]([O:10][CH2:11][CH3:12])=[O:9])=[CH:18][CH:17]=1. Reported procedure: To a solution of 4.0 g ethyl 1-methylpyrrole-2-glyoxylate and 2.96 g p-anisidine in 20 ml toluene is added 24 mg p-toluenesulfonic acid. Heating at reflux for 4 days with water being removed with a Dean-Stark trap is followed by washing successively with aqueous hydrochloric acid, aqueous sodium bicarbonate and brine. After drying, evaporation of the solvent affords a dark solid. Recrystallization from isopropanol gives a 58% yield of ethyl α-(4-methoxyphenylimino)-1-methylpyrrole-2-acetate, m.p...